This data is from the Open Reaction Database (ORD), a public repository of structured organic reaction records. The task is: describe an organic reaction: reactants, conditions, products, and yield RXN SMILES: [C:12](=[O:13])([O-:14])[O-:15].[C:1]([c:2]1[c:3]([OH:4])[cH:5][cH:6][cH:7][cH:8]1)(=[O:9])[O:10][CH3:11].[CH2:18]([CH:19]([CH3:20])[CH3:21])[I:22].[CH3:24][N:25]([CH3:26])[CH:27]=[O:28].[CH3:30][CH2:31][O:32][C:33](=[O:34])[CH3:35].[ClH:23].[K+:16].[K+:17].[OH2:29]>>[C:1]([c:2]1[c:3]([O:4][CH2:18][CH:19]([CH3:20])[CH3:21])[cH:5][cH:6][cH:7][cH:8]1)(=[O:9])[O:10][CH3:11]. Reactants: O=C([O-])[O-], COC(=O)c1ccccc1O, CC(C)CI, CN(C)C=O, CCOC(C)=O, Cl, [K+], [K+], O. Yields the product COC(=O)c1ccccc1OCC(C)C.